This data is from the Open Reaction Database (ORD), a public repository of structured organic reaction records. The task is: describe an organic reaction: reactants, conditions, products, and yield The reactants are Cc1ccccc1, CCOCC, S=C=Nc1ccc(Cl)cc1, Nc1ncccc1OCc1ccccc1Cl. As a reaction SMILES: [CH3:27][c:28]1[cH:29][cH:30][cH:31][cH:32][cH:33]1.[CH3:34][CH2:35][O:36][CH2:37][CH3:38].[Cl:17][c:18]1[cH:19][cH:20][c:21]([N:24]=[C:25]=[S:26])[cH:22][cH:23]1.[NH2:1][c:2]1[n:3][cH:4][cH:5][cH:6][c:7]1[O:8][CH2:9][c:10]1[c:11]([Cl:16])[cH:12][cH:13][cH:14][cH:15]1>>[NH:1]([c:2]1[n:3][cH:4][cH:5][cH:6][c:7]1[O:8][CH2:9][c:10]1[c:11]([Cl:16])[cH:12][cH:13][cH:14][cH:15]1)[C:25]([NH:24][c:21]1[cH:20][cH:19][c:18]([Cl:17])[cH:23][cH:22]1)=[S:26]. Yields the product S=C(Nc1ccc(Cl)cc1)Nc1ncccc1OCc1ccccc1Cl.